Dataset: the Open Reaction Database (ORD), a public repository of structured organic reaction records. Task: describe an organic reaction: reactants, conditions, products, and yield RXN SMILES: [CH:1]1([N:4]2[C:13]3[C:8](=[CH:9][C:10]([F:16])=[C:11](F)[C:12]=3[F:14])[C:7](=[O:17])[C:6]([C:18]([OH:20])=[O:19])=[CH:5]2)[CH2:3][CH2:2]1.[CH2:21]([N:23]([CH2:26][CH:27]1[O:32][CH2:31][CH2:30][NH:29][CH2:28]1)[CH2:24][CH3:25])[CH3:22]>>[CH:1]1([N:4]2[C:13]3[C:8](=[CH:9][C:10]([F:16])=[C:11]([N:29]4[CH2:30][CH2:31][O:32][CH:27]([CH2:26][N:23]([CH2:24][CH3:25])[CH2:21][CH3:22])[CH2:28]4)[C:12]=3[F:14])[C:7](=[O:17])[C:6]([C:18]([OH:20])=[O:19])=[CH:5]2)[CH2:2][CH2:3]1. Procedure details: By the use of 1-cyclopropyl-6,7,8-trifluoro-1,4-dihydro-4-oxoquinoline-3-carboxylic acid and 2-(diethylaminomethyl)morpholine, the reaction is similarly carried out as Example 11 to give 1-cyclopropyl-7-[2-(diethylaminomethyl)morpholino]-6,8-difluoro-1,4-dihydro-4-oxoquinoline-3-carboxylic acid, melting at 155°-157° C. Yields the product C1(CC1)N1C=C(C(C2=CC(=C(C(=C12)F)N1CC(OCC1)CN(CC)CC)F)=O)C(=O)O (1-cyclopropyl-7-[2-(diethylaminomethyl)morpholino]-6,8-difluoro-1,4-dihydro-4-oxoquinoline-3-carboxylic acid). Starting materials: C1(CC1)N1C=C(C(C2=CC(=C(C(=C12)F)F)F)=O)C(=O)O (1-cyclopropyl-6,7,8-trifluoro-1,4-dihydro-4-oxoquinoline-3-carboxylic acid), C(C)N(CC)CC1CNCCO1 (2-(diethylaminomethyl)morpholine). Reactants: C12(CC3CC(CC(C1)C3)C2)COC(=O)N[C@H](C(=O)O)CNC(=O)C=2SC(=CC2)CCC(NC=2NCCCN2)=O ((2S)-2-(1-Adamantylmethoxycarbonylamino)-3-((5-(2-(1,4,5,6-tetrahydropyrimidin-2-ylcarbamoyl)ethyl)-thiophene-2-carbonyl)-amino)-propionic Acid), C(C)(C)O (isopropanol), S(=O)(Cl)Cl (thionyl chloride). Conditions: temperature 50 celsius, time 8 hour. Product: C(C)(C)OC([C@H](CNC(=O)C=1SC(=CC1)CCC(NC=1NCCCN1)=O)NC(=O)OCC12CC3CC(CC(C1)C3)C2)=O ((2S)-2-(1-Adamantylmethoxycarbonylamino)-3-((5-(2-(1,4,5,6-tetrahydropyrimidin-2-ylcarbamoyl)-ethyl)-thiophene-2-carbonyl)-amino)-propionic Acid Isopropyl Ester). Reaction SMILES: [C:1]12([CH2:11][O:12][C:13]([NH:15][C@@H:16]([CH2:20][NH:21][C:22]([C:24]3[S:25][C:26]([CH2:29][CH2:30][C:31](=[O:39])[NH:32][C:33]4[NH:34][CH2:35][CH2:36][CH2:37][N:38]=4)=[CH:27][CH:28]=3)=[O:23])[C:17]([OH:19])=[O:18])=[O:14])[CH2:10][CH:5]3[CH2:6][CH:7]([CH2:9][CH:3]([CH2:4]3)[CH2:2]1)[CH2:8]2.S(Cl)(Cl)=O.[CH:44](O)([CH3:46])[CH3:45]>>[CH:44]([O:18][C:17](=[O:19])[C@@H:16]([NH:15][C:13]([O:12][CH2:11][C:1]12[CH2:10][CH:5]3[CH2:6][CH:7]([CH2:9][CH:3]([CH2:4]3)[CH2:2]1)[CH2:8]2)=[O:14])[CH2:20][NH:21][C:22]([C:24]1[S:25][C:26]([CH2:29][CH2:30][C:31](=[O:39])[NH:32][C:33]2[NH:34][CH2:35][CH2:36][CH2:37][N:38]=2)=[CH:27][CH:28]=1)=[O:23])([CH3:46])[CH3:45]. Procedure details: 0.559 g (1 mmol) of (2S)-2-(1-adamantylmethoxycarbonylamino)-3-((5-(2-(1,4,5,6-tetrahydropyrimidin-2-ylcarbamoyl)-ethyl)-thiophene-2-carbonyl)-amino)-propionic acid (example 15) were dissolved in 10 ml of isopropanol. Under an inert gas atmosphere and under external cooling 0.26 ml of thionyl chloride were cautiously added. After stirring for 8 hours at 50° C. the reaction was complete. The solvents were removed in vacuo to give a colourless foam which was purified by chromatography (silica gel;... The reactants are C(C)OC([C@H](CC1=CC=C(C=C1)OCCBr)OC)=O ((2S)-3-[4-(2-bromo-ethoxy)-phenyl]-2-methoxy-propionic acid ethyl ester), C1(=CC=CC=C1)O (phenol), CO[C@H](C(=O)O)CC1=CC=C(C=C1)OCCCOC1=CC=CC=C1 ((2S)-2-methoxy-3-[4-(3-phenoxy-propoxy)-phenyl]-propionic acid). The product is CO[C@H](C(=O)O)CC1=CC=C(C=C1)OCCOC1=CC=CC=C1 ((2S)-2-methoxy-3-[4-(2-phenoxy-ethoxy)-phenyl]-propionic acid). RXN SMILES: C([O:3][C:4](=[O:19])[C@@H:5]([O:17][CH3:18])[CH2:6][C:7]1[CH:12]=[CH:11][C:10]([O:13][CH2:14][CH2:15]Br)=[CH:9][CH:8]=1)C.[C:20]1([OH:26])[CH:25]=[CH:24][CH:23]=[CH:22][CH:21]=1.CO[C@@H](CC1C=CC(OCCCOC2C=CC=CC=2)=CC=1)C(O)=O>>[CH3:18][O:17][C@@H:5]([CH2:6][C:7]1[CH:8]=[CH:9][C:10]([O:13][CH2:14][CH2:15][O:26][C:20]2[CH:25]=[CH:24][CH:23]=[CH:22][CH:21]=2)=[CH:11][CH:12]=1)[C:4]([OH:3])=[O:19]. Reported procedure: The title compound was prepared from (2S)-3-[4-(2-bromo-ethoxy)-phenyl]-2-methoxy-propionic acid ethyl ester Example 283, Step 2) and phenol via the same procedure used for the preparation of (2S)-2-methoxy-3-[4-(3-phenoxy-propoxy)-phenyl]-propionic acid (Example 285, Step 1), to produce a white solid. MS (ES) for C18H20O5 [M+Na]+: 339.3. Starting materials: CC(C#N)(C)SC1=CC=CC=C1 (2-methyl-2-(phenylthio)propanenitrile), B.C1CCOC1 (BH3.THF). Solvent: C1CCOC1 (THF). Conditions: time 18 hour. The product is CC(CN)(C)SC1=CC=CC=C1 (2-methyl-2-(phenylthio)propan-1-amine). RXN SMILES: [CH3:1][C:2]([S:6][C:7]1[CH:12]=[CH:11][CH:10]=[CH:9][CH:8]=1)([CH3:5])[C:3]#[N:4].B.C1COCC1>C1COCC1>[CH3:5][C:2]([S:6][C:7]1[CH:12]=[CH:11][CH:10]=[CH:9][CH:8]=1)([CH3:1])[CH2:3][NH2:4] |f:1.2|. Procedure: A solution of Example 266A (0.5 g, 2.82 mmol) in THF at room temperature was treated with 1M BH3.THF (15 mL), stirred for 18 hours, quenched with methanol (5 mL), and concentrated. The concentrate was treated with 2M HCl (50 mL) and concentrated. The the organic phase was dried (MgSO4), filtered, and concentrated to provide the desired product. MS (DCI(+)) m/e 182 (M+H)+. The reactants are [BH4-].[Na+] (Sodium tetrahydroborate), C(O)([O-])=O.[Na+] (sodium hydrogencarbonate), COC1=C(C=O)C=CC(=C1)OC (2,4-Dimethoxybenzaldehyde), NC=1SC=NN1 (2-amino-1,3,4-thiadiazole). Solvent: CO (Methanol), O (water), C=1(C(=CC=CC1)C)C (xylene), CC1OCCC1 (2-methyltetrahydrofuran). Reaction conditions: time 8 hour. Yields the product COC1=C(CNC=2SC=NN2)C=CC(=C1)OC (N-(2,4-Dimethoxybenzyl)-1,3,4-thiadiazol-2-amine). Yield: 73.5%. Reaction SMILES: [CH3:1][O:2][C:3]1[CH:10]=[C:9]([O:11][CH3:12])[CH:8]=[CH:7][C:4]=1[CH:5]=O.[NH2:13][C:14]1[S:15][CH:16]=[N:17][N:18]=1.[BH4-].[Na+].C(=O)([O-])O.[Na+]>C1(C)C(C)=CC=CC=1.CC1CCCO1.O.CO>[CH3:1][O:2][C:3]1[CH:10]=[C:9]([O:11][CH3:12])[CH:8]=[CH:7][C:4]=1[CH2:5][NH:13][C:14]1[S:15][CH:16]=[N:17][N:18]=1 |f:2.3,4.5|. Reported procedure: 2,4-Dimethoxybenzaldehyde (771.37 g, 4.64 moles) was added to a suspension of 2-amino-1,3,4-thiadiazole (391.2 g, 3.87 moles) in xylene (5.87 L) and heated to reflux. Dean-Stark apparatus was used to remove the water and the reaction was stirred overnight. After cooling to room temperature, the reaction was further cooled to 5° C. and diluted with 2-methyltetrahydrofuran (2.93 L). Sodium tetrahydroborate (73.17 g, 1.93 moles) was added as a single portion. Methanol (782.8 mL) was then added slow... Starting materials: CCOC(C)=O, CC1(C)OC(CCN=[N+]=[N-])C(C)(C)O1. Yields the product CC1(C)OC(CCN)C(C)(C)O1. RXN SMILES: [CH3:15][CH2:16][O:17][C:18](=[O:19])[CH3:20].[N:1](=[N+:2]=[N-:3])[CH2:4][CH2:5][CH:6]1[C:7]([CH3:13])([CH3:14])[O:8][C:9]([CH3:11])([CH3:12])[O:10]1>>[NH2:1][CH2:4][CH2:5][CH:6]1[C:7]([CH3:13])([CH3:14])[O:8][C:9]([CH3:11])([CH3:12])[O:10]1.